This data is from the Open Reaction Database (ORD), a public repository of structured organic reaction records. The task is: describe an organic reaction: reactants, conditions, products, and yield The reactants are C=1(C(=CC=CC1)S(=O)(=O)C[N+]#[C-])C (toluenesulfonylmethylisocyanide), [Na] (sodium), FC=1C=CC2=C(C(CC(O2)CCC2=CC=CC=C2)=O)C1 (2,3-dihydro-6-fluoro-2-(2-phenylethyl)-4H-1-benzopyran-4-one), [O-]CC.[Na+] (sodium ethoxide). Solvent: C(C)O (ethanol), O1CCCC1 (tetrahydrofuran), C(C)O (ethanol). Run at time 8 hour. Product: C(#N)C1CC(OC2=C1C=C(C=C2)F)CCC2=CC=CC=C2 (4-cyano-2,3-dihydro-6-fluoro-2-(2-phenylethyl)-4H-1-benzopyran). Isolated yield 29.1%. Reaction SMILES: [F:1][C:2]1[CH:3]=[CH:4][C:5]2[O:10][CH:9]([CH2:11][CH2:12][C:13]3[CH:18]=[CH:17][CH:16]=[CH:15][CH:14]=3)[CH2:8][C:7](=O)[C:6]=2[CH:20]=1.C1(C)C(S([CH2:30][N+:31]#[C-])(=O)=O)=CC=CC=1.[O-]CC.[Na+].[Na]>O1CCCC1.C(O)C>[C:30]([CH:7]1[C:6]2[CH:20]=[C:2]([F:1])[CH:3]=[CH:4][C:5]=2[O:10][CH:9]([CH2:11][CH2:12][C:13]2[CH:18]=[CH:17][CH:16]=[CH:15][CH:14]=2)[CH2:8]1)#[N:31] |f:2.3,^1:37|. Procedure: 2,3-dihydro-6-fluoro-2-(2-phenylethyl)-4H-1-benzopyran-4-one (8.9 gm) was dissolved in anhydrous tetrahydrofuran, and toluenesulfonylmethylisocyanide (12.9 gm) added, followed by freshly prepared sodium ethoxide in ethanol (prepared from sodium (1.5 gm) in ethanol (60 mL) and the mixture stirred at room temperature overnight. The mixture was then concentrated in vacuo, and the residue partitioned between ethyl acetate and H2O, and the organic layer washed with H2O, brine, dried, filtered and eva... Reactants: CC(C)Oc1ccc(-c2nc(-c3cccc4cc[nH]c34)no2)cc1Cl, CCOC(=O)CCC(=O)Cl, ClCCl. Product: CCOC(=O)CCC(=O)c1c[nH]c2c(-c3noc(-c4ccc(OC(C)C)c(Cl)c4)n3)cccc12. Reaction SMILES: [Cl:1][c:2]1[cH:3][c:4](-[c:12]2[n:13][c:14](-[c:17]3[cH:18][cH:19][cH:20][c:21]4[cH:22][cH:23][nH:24][c:25]34)[n:15][o:16]2)[cH:5][cH:6][c:7]1[O:8][CH:9]([CH3:10])[CH3:11].[Cl:26][C:27]([CH2:28][CH2:29][C:30](=[O:31])[O:32][CH2:33][CH3:34])=[O:35].[Cl:36][CH2:37][Cl:38]>>[Cl:1][c:2]1[cH:3][c:4](-[c:12]2[n:13][c:14](-[c:17]3[cH:18][cH:19][cH:20][c:21]4[c:22]([C:27]([CH2:28][CH2:29][C:30](=[O:31])[O:32][CH2:33][CH3:34])=[O:35])[cH:23][nH:24][c:25]34)[n:15][o:16]2)[cH:5][cH:6][c:7]1[O:8][CH:9]([CH3:10])[CH3:11]. Starting materials: C(C)(C)(C)OC(=O)N[C@@H](C(C)C)C(=O)O (N-(tert-butoxycarbonyl)-L-valine), Cl.C(C1=CC=CC=C1)OC([C@H]1NCCC1)=O (L-proline benzyl ester hydrochloride), C=1C=CC2=C(C1)N=NN2O (HOBT). Solvent: CN(C)C=O (DMF). Reaction conditions: time 18 hour. Yields the product C(C1=CC=CC=C1)OC([C@H]1N(CCC1)C([C@@H](NC(=O)OC(C)(C)C)C(C)C)=O)=O (N-(tert-butoxycarbonyl)-L-valyl-L-proline benzyl ester). Yield: 99.2%. Reaction SMILES: [C:1]([O:5][C:6]([NH:8][C@H:9]([C:13]([OH:15])=O)[CH:10]([CH3:12])[CH3:11])=[O:7])([CH3:4])([CH3:3])[CH3:2].Cl.[CH2:17]([O:24][C:25](=[O:31])[C@@H:26]1[CH2:30][CH2:29][CH2:28][NH:27]1)[C:18]1[CH:23]=[CH:22][CH:21]=[CH:20][CH:19]=1.C1C=CC2N(O)N=NC=2C=1>CN(C=O)C>[CH2:17]([O:24][C:25](=[O:31])[C@@H:26]1[CH2:30][CH2:29][CH2:28][N:27]1[C:13](=[O:15])[C@H:9]([CH:10]([CH3:11])[CH3:12])[NH:8][C:6]([O:5][C:1]([CH3:2])([CH3:3])[CH3:4])=[O:7])[C:18]1[CH:19]=[CH:20][CH:21]=[CH:22][CH:23]=1 |f:1.2|. Reported procedure: To a solution of N-(tert-butoxycarbonyl)-L-valine (10.86 g) and L-proline benzyl ester hydrochloride (12.09 g) in DMF (50 ml) were added HOBT (6.76 g) and WSCD (7.76 g) under ice-bath cooling. After being stirred at room temperature for 18 hours, the reaction mixture was concentrated under reduced pressure. The residue was dissolved in ethyl acetate (400 ml) and washed with 5% aqueous citric acid (200 ml) saturated aqueous sodium bicarbonate (200 ml). The solution was dried over magnesium sulfat... The reactants are CC(C)(C)c1nnc(N=C=O)s1, CNCC=O, c1ccccc1. The product is CN(CC=O)C(=O)Nc1nnc(C(C)(C)C)s1. Reaction SMILES: [C:1]([CH3:2])([CH3:3])([CH3:4])[c:5]1[n:6][n:7][c:8]([N:10]=[C:11]=[O:12])[s:9]1.[CH3:13][NH:14][CH2:15][CH:16]=[O:17].[cH:18]1[cH:19][cH:20][cH:21][cH:22][cH:23]1>>[C:1]([CH3:2])([CH3:3])([CH3:4])[c:5]1[n:6][n:7][c:8]([NH:10][C:11](=[O:12])[N:14]([CH3:13])[CH2:15][CH:16]=[O:17])[s:9]1.